From a dataset of the Open Reaction Database (ORD), a public repository of structured organic reaction records. describe an organic reaction: reactants, conditions, products, and yield Reactants: C([O-])([O-])=O.[Cs+].[Cs+] (cesium carbonate), CC1(OB(OC1(C)C)C(=C)C1=CC=CC=C1)C (4,4,5,5-tetramethyl-2-(1-phenylethenyl)-1,3,2-dioxaborolane), C(C1=CC=CC=C1)OC=1N=NC(=CC1OCC1=CC=CC=C1)Cl (3,4-bis(benzyloxy)-6-chloropyridazine), C(C1=CC=CC=C1)OC=1N=NC(=CC1OCC1=CC=CC=C1)Cl (3,4-bis(benzyloxy)-6-chloropyridazine), O1CCOCC1 (dioxane). Reagents/catalysts: C(C)(C)(C)[P+](C1=CC=C(C=C1)N(C)C)(C(C)(C)C)[Pd]([P+](C(C)(C)C)(C(C)(C)C)C1=CC=C(C=C1)N(C)C)(Cl)Cl (mono(bis(di-tert-butyl(4-(dimethylamino)phenyl)phosphonio)palladium(IV)) dichloride). The solvent is O (water). Reaction conditions: temperature 80 celsius. Yields the product C(C1=CC=CC=C1)OC=1N=NC(=CC1OCC1=CC=CC=C1)C(=C)C1=CC=CC=C1 (3,4-bis(benzyloxy)-6-(1-phenylethenyl)pyridazine). Yield: 91.0%. RXN SMILES: [CH2:1]([O:8][C:9]1[N:10]=[N:11][C:12](Cl)=[CH:13][C:14]=1[O:15][CH2:16][C:17]1[CH:22]=[CH:21][CH:20]=[CH:19][CH:18]=1)[C:2]1[CH:7]=[CH:6][CH:5]=[CH:4][CH:3]=1.O1CCOCC1.C(=O)([O-])[O-].[Cs+].[Cs+].CC1(C)C(C)(C)OB([C:44]([C:46]2[CH:51]=[CH:50][CH:49]=[CH:48][CH:47]=2)=[CH2:45])O1>C([P+]([Pd](Cl)(Cl)[P+](C1C=CC(N(C)C)=CC=1)(C(C)(C)C)C(C)(C)C)(C(C)(C)C)C1C=CC(N(C)C)=CC=1)(C)(C)C.O>[CH2:1]([O:8][C:9]1[N:10]=[N:11][C:12]([C:44]([C:46]2[CH:51]=[CH:50][CH:49]=[CH:48][CH:47]=2)=[CH2:45])=[CH:13][C:14]=1[O:15][CH2:16][C:17]1[CH:22]=[CH:21][CH:20]=[CH:19][CH:18]=1)[C:2]1[CH:7]=[CH:6][CH:5]=[CH:4][CH:3]=1 |f:2.3.4|. Procedure: A mixture of 3,4-bis(benzyloxy)-6-chloropyridazine (Intermediate 1: 3 g, 9.18 mmol), dioxane (32.1 ml) and water (9.64 ml) was degassed and to this was added mono(bis(di-tert-butyl(4-(dimethylamino)phenyl)phosphonio)palladium(IV)) dichloride (0.195 g, 0.275 mmol), cesium carbonate (10.14 g, 31.1 mmol) and 4,4,5,5-tetramethyl-2-(1-phenylethenyl)-1,3,2-dioxaborolane (3 g, 13.04 mmol). The mixture was heated to 80° C. for 6 hours and upon cooling was partitioned between dichloromethane and water. T... Starting materials: Brc1nc(Cc2ccc(Sc3ccccc3)cc2)cs1, ClC(Cl)Cl, O=C(OO)c1cccc(Cl)c1. Product: O=S(c1ccccc1)c1ccc(Cc2csc(Br)n2)cc1. As a reaction SMILES: [Br:1][c:2]1[s:3][cH:4][c:5]([CH2:7][c:8]2[cH:9][cH:10][c:11]([S:14][c:15]3[cH:16][cH:17][cH:18][cH:19][cH:20]3)[cH:12][cH:13]2)[n:6]1.[CH:32]([Cl:33])([Cl:34])[Cl:35].[OH:21][O:22][C:23]([c:24]1[cH:25][c:26]([Cl:27])[cH:28][cH:29][cH:30]1)=[O:31]>>[Br:1][c:2]1[s:3][cH:4][c:5]([CH2:7][c:8]2[cH:9][cH:10][c:11]([S:14]([c:15]3[cH:16][cH:17][cH:18][cH:19][cH:20]3)=[O:21])[cH:12][cH:13]2)[n:6]1. The reactants are C(C1=CC=CC=C1)OC(=O)N[C@@H](CCCCNC(=O)OCC1=CC=CC=C1)C(=O)NCC(=O)N(C)C1=C(C=C(C=C1)Cl)C(C1=CC=CC=C1)=O ((Nα, Nε-bisbenzyloxycarbonyl-L-lysyl)-N-(2-benzoyl-4-chlorophenyl)-N-methylglycinamide), B(Cl)(Cl)Cl (boron trichloride). The solvent is ClCCl (dichloromethane). Run at temperature -70 celsius, time 30 minute. Product: Cl.Cl.N[C@@H](CCCCN)C(=O)NCC(=O)N(C)C1=C(C=C(C=C1)Cl)C(C1=CC=CC=C1)=O (L-lysyl-N-(2-benzoyl-4-chlorophenyl)-N-methylglycinamide dihydrochloride). As a reaction SMILES: C(OC([NH:11][C@H:12]([C:28]([NH:30][CH2:31][C:32]([N:34]([C:36]1[CH:41]=[CH:40][C:39]([Cl:42])=[CH:38][C:37]=1[C:43](=[O:50])[C:44]1[CH:49]=[CH:48][CH:47]=[CH:46][CH:45]=1)[CH3:35])=[O:33])=[O:29])[CH2:13][CH2:14][CH2:15][CH2:16][NH:17]C(OCC1C=CC=CC=1)=O)=O)C1C=CC=CC=1.B(Cl)(Cl)[Cl:52]>ClCCl>[ClH:42].[ClH:52].[NH2:11][C@H:12]([C:28]([NH:30][CH2:31][C:32]([N:34]([C:36]1[CH:41]=[CH:40][C:39]([Cl:42])=[CH:38][C:37]=1[C:43](=[O:50])[C:44]1[CH:49]=[CH:48][CH:47]=[CH:46][CH:45]=1)[CH3:35])=[O:33])=[O:29])[CH2:13][CH2:14][CH2:15][CH2:16][NH2:17] |f:3.4.5|. Procedure: 1.4 g of (Nα, Nε-bisbenzyloxycarbonyl-L-lysyl)-N-(2-benzoyl-4-chlorophenyl)-N-methylglycinamide were dissolved in 30 ml of dry dichloromethane, cooled to approximately -70° C and treated, while stirring, with 2 ml of pre-cooled boron trichloride. The mixture was stirred under anhydrous conditions at approximately -70° C for 30 minutes and then allowed to warm slowly to room temperature over a period of 2 hours. The mixture was evaporated to dryness in vacuo, the residue re-dissolved in 30 ml of ... Starting materials: Cc1cc(Br)c(N)c(C(=O)O)c1, Br, CC(=O)O, [Cu]Br, O=N[O-], N#N, [Na+], O. Product: Cc1cc(Br)c(Br)c(C(=O)O)c1. RXN SMILES: [Br:1][c:2]1[c:3]([NH2:12])[c:4]([C:5](=[O:6])[OH:7])[cH:8][c:9]([CH3:11])[cH:10]1.[BrH:19].[CH3:20][C:21](=[O:22])[OH:23].[Cu:25][Br:26].[N:13]([O-:14])=[O:15].[N:17]#[N:18].[Na+:16].[OH2:24]>>[Br:1][c:2]1[c:3]([Br:19])[c:4]([C:5](=[O:6])[OH:7])[cH:8][c:9]([CH3:11])[cH:10]1.